Dataset: the Open Reaction Database (ORD), a public repository of structured organic reaction records. Task: describe an organic reaction: reactants, conditions, products, and yield Reactants: NC1=CC=C(C=C1)CCC(=O)OCCCC (n-butyl 3-(-4-aminophenyl)-propionate), [N+](=O)([O-])C1=CC=C(C=CC(=O)OCCCC)C=C1 (n-butyl 4-nitrocinnamate), C(CCC)O (n-butanol), C([O-])([O-])=O.[K+].[K+] (potassium carbonate), (2-cholorethyl)-amine hydrochloride, C(CCC)O (n-butanol). The reagents and catalysts are [Pd] (palladiumcharcoal). Run at time 120 hour. Yields the product N1(CCNCC1)C1=CC=C(C=C1)CCC(=O)OCCCC (n-Butyl 3-[4-(piperazin-1-yl)-phenyl]-propionate). RXN SMILES: [NH2:1][C:2]1[CH:7]=[CH:6][C:5]([CH2:8][CH2:9][C:10]([O:12][CH2:13][CH2:14][CH2:15][CH3:16])=[O:11])=[CH:4][CH:3]=1.[N+:17]([C:20]1[CH:34]=CC(C=CC(OCCCC)=O)=CC=1)([O-])=O.C(=O)([O-])[O-].[K+].[K+].[CH2:41](O)[CH2:42]CC>[Pd]>[N:1]1([C:2]2[CH:3]=[CH:4][C:5]([CH2:8][CH2:9][C:10]([O:12][CH2:13][CH2:14][CH2:15][CH3:16])=[O:11])=[CH:6][CH:7]=2)[CH2:34][CH2:20][NH:17][CH2:42][CH2:41]1 |f:2.3.4|. Reported procedure: A mixture of 175 g. (0.79 mole) n-butyl 3-(-4-aminophenyl)-propionate (prepared by the hydrogenation of n-butyl 4-nitrocinnamate in the presence of palladiumcharcoal in n-butanol; b.p. 137°-138° C./0.013 mbar), 141.3 g. (0.79 mole) bis-(2-cholorethyl)-amine hydrochloride and 600 ml. n-butanol is maintained at reflux temperature for 48 hours, then 54.5 g. (0.39 mole) powdered potassium carbonate are added thereto and the reaction allowed to continue for a further 120 hours at the boiling temperat... Reactants: [Li]CCCC, C1CCOC1, COCC(C)=Cc1ccc(OC)cc1, [H][H], [SiH3]c1ccccc1. Yields the product COCC(C)Cc1ccc(OC)cc1. Reaction SMILES: [CH2:1]([Li:2])[CH2:3][CH2:4][CH3:5].[CH2:29]1[O:30][CH2:31][CH2:32][CH2:33]1.[CH3:13][O:14][c:15]1[cH:16][cH:17][c:18]([CH:21]=[C:22]([CH2:23][O:24][CH3:25])[CH3:26])[cH:19][cH:20]1.[H:27][H:28].[c:6]1([SiH3:7])[cH:8][cH:9][cH:10][cH:11][cH:12]1>>[CH3:13][O:14][c:15]1[cH:16][cH:17][c:18]([CH2:21][CH:22]([CH2:23][O:24][CH3:25])[CH3:26])[cH:19][cH:20]1. Starting materials: Cl (hydrochloric acid), C(C1=CC=CC=C1)N1N=C(C2=CC=C(C=C12)O)C (1-Benzyl-3-methylindazol-6-ol), O (water). Reagents/catalysts: [C].[Pd] (palladium-carbon). Solvent: C(C)O (ethanol). Reaction conditions: temperature 60 celsius, time 10 hour. Yields the product CC1=NNC2=CC(=CC=C12)O (3-Methylindazol-6-ol), crude product. Reaction SMILES: C([N:8]1[C:16]2[C:11](=[CH:12][CH:13]=[C:14]([OH:17])[CH:15]=2)[C:10]([CH3:18])=[N:9]1)C1C=CC=CC=1.O.Cl>C(O)C.[C].[Pd]>[CH3:18][C:10]1[C:11]2[C:16](=[CH:15][C:14]([OH:17])=[CH:13][CH:12]=2)[NH:8][N:9]=1 |f:4.5|. Procedure: 1-Benzyl-3-methylindazol-6-ol (16.7410 g) and 10% palladium-carbon-PE-type-50% wet with water (5.1164 g; manufactured by N.E. Chemcat Corp.) were suspended in ethanol (166 mL), and then concentrated hydrochloric acid (5.83 mL; manufactured by Kanto Chemical Co., Inc.) was added thereto. The reaction system was purged with hydrogen, and under a hydrogen atmosphere, the reaction solution was stirred for 10 hours at 60° C. The reaction solution was cooled to room temperature, and then the reaction ... Reactants: NC(=S)C(=S)N (dithiooxamide), O (water), OC1=C(C=O)C=CC=C1 (o-hydroxybenzaldehyde), C(C=1C(O)=CC=CC1)=O (salicylaldehyde). Solvent: C(C)O.CCOCC (ethanol ether). Conditions: time 2 hour. Product: OC1=C(C=CC=C1)C=1SC=2N=C(SC2N1)C1=C(C=CC=C1)O (2,5-bis(o-hydroxyphenyl)thiazolo[5,4-d]thiazole). Isolated yield 50.0%. RXN SMILES: [NH2:1][C:2]([C:4]([NH2:6])=[S:5])=[S:3].[OH:7][C:8]1[CH:15]=[CH:14][CH:13]=[CH:12][C:9]=1[CH:10]=O.[OH2:16]>C(O)C.CCOCC>[OH:7][C:8]1[CH:15]=[CH:14][CH:13]=[CH:12][C:9]=1[C:10]1[S:3][C:2]2[N:1]=[C:10]([C:9]3[CH:12]=[CH:13][CH:14]=[CH:15][C:8]=3[OH:16])[S:5][C:4]=2[N:6]=1 |f:3.4|. Procedure: Into a 100 ml round bottomed flask equipped with heating mantle and magnetic stirrer, were added 2.0 g (0.017 mol) of dithiooxamide (DTO) and 21 g (0.17 mol--a tenfold excess) of o-hydroxybenzaldehyde (salicylaldehyde). The salicylaldehyde was purchased from Eastman Organic Chemicals Division of Eastman Kodak Company, Rochester, N.Y. The mixture was stirred and heated at 180°-185° C. for 2 hr. At 160° C. water began to boil off. After 2 hr, the reaction mixture was cooled to room temperature and... RXN SMILES: [BH4-:24].[C:30](=[O:31])([O-:32])[OH:33].[CH3:26][C:27](=[O:28])[OH:29].[CH3:35][CH2:36][OH:37].[Cl:1][c:2]1[cH:3][c:4]([S:9][c:10]2[c:11]([CH:21]([CH3:22])[CH3:23])[n:12][c:13]([CH2:16][O:17][CH2:18][CH:19]=[O:20])[n:14]2[CH3:15])[cH:5][c:6]([Cl:8])[cH:7]1.[Na+:25].[Na+:34]>>[Cl:1][c:2]1[cH:3][c:4]([S:9][c:10]2[c:11]([CH:21]([CH3:22])[CH3:23])[n:12][c:13]([CH2:16][O:17][CH2:18][CH2:19][OH:20])[n:14]2[CH3:15])[cH:5][c:6]([Cl:8])[cH:7]1. Reactants: [BH4-], O=C([O-])O, CC(=O)O, CCO, CC(C)c1nc(COCC=O)n(C)c1Sc1cc(Cl)cc(Cl)c1, [Na+], [Na+]. Yields the product CC(C)c1nc(COCCO)n(C)c1Sc1cc(Cl)cc(Cl)c1.